The task is: describe an organic reaction: reactants, conditions, products, and yield. This data is from the Open Reaction Database (ORD), a public repository of structured organic reaction records. Starting materials: FC=1C=CC(=C(C#N)C1)OC=1C=C2C=NN(C2=CC1)CCO (5-fluoro-2-(1-(2-hydroxyethyl)-1H-indazol-5-yloxy)benzonitrile), [BH4-].[Na+] (NaBH4), ( 2-3 ), C(=O)([O-])[O-].[Na+].[Na+] (Na2CO3). Run in CO (MeOH). Reaction conditions: time 3 hour. Product: NCC1=C(OC=2C=C3C=NN(C3=CC2)CCO)C=CC(=C1)F (2-(5-(2-(Aminomethyl)-4-fluorophenoxy)-1H-indazol-1-yl)ethanol). RXN SMILES: [F:1][C:2]1[CH:3]=[CH:4][C:5]([O:10][C:11]2[CH:12]=[C:13]3[C:17](=[CH:18][CH:19]=2)[N:16]([CH2:20][CH2:21][OH:22])[N:15]=[CH:14]3)=[C:6]([CH:9]=1)[C:7]#[N:8].[BH4-].[Na+].C([O-])([O-])=O.[Na+].[Na+]>CO>[NH2:8][CH2:7][C:6]1[CH:9]=[C:2]([F:1])[CH:3]=[CH:4][C:5]=1[O:10][C:11]1[CH:12]=[C:13]2[C:17](=[CH:18][CH:19]=1)[N:16]([CH2:20][CH2:21][OH:22])[N:15]=[CH:14]2 |f:1.2,3.4.5|. Reported procedure: To a solution of (5-fluoro-2-(1-(2-hydroxyethyl)-1H-indazol-5-yloxy)benzonitrile (1.0 g, 3.36 mmol) and NiCl26H2O (148 mg, 0.336 mmol) in MeOH (30 mL) was added NaBH4 (636 mg, 16.8 mmol) in portions (2-3), and the reaction was stirred for 3 hours. A solution of saturated Na2CO3 (15 mL) was slowly added and the mixture was stirred for 75 minutes, during which a fine solid formed. The reaction mixture was filtered thru GF/F and the cake was washed with MeOH (20 mL). The filtrate was concentrated t... Reactants: IC=1OC2=C(C1C1=CC=CC=C1)C=CC=C2C (2-iodo-7-methyl-3-phenylbenzofuran), C1=CCC(CC1)C(=O)O (cyclohexene-4-carboxylic acid), O (water), [N+](=O)([N+](=O)[O-])[O-] (dinitrogen tetroxide). Solvent: C(C)(=O)O (acetic acid), C(C)(=O)O (acetic acid). Yields the product CC1=CC=CC=2C(=C(OC21)[N+](=O)[O-])C2=CC=CC=C2 (7-methyl-2-nitro-3-phenylbenzofuran). As a reaction SMILES: I[C:2]1[O:3][C:4]2[C:16]([CH3:17])=[CH:15][CH:14]=[CH:13][C:5]=2[C:6]=1[C:7]1[CH:12]=[CH:11][CH:10]=[CH:9][CH:8]=1.C1CCC(C(O)=O)CC=1.[N+:27]([O-:32])([N+]([O-])=O)=[O:28].O>C(O)(=O)C>[CH3:17][C:16]1[C:4]2[O:3][C:2]([N+:27]([O-:32])=[O:28])=[C:6]([C:7]3[CH:12]=[CH:11][CH:10]=[CH:9][CH:8]=3)[C:5]=2[CH:13]=[CH:14][CH:15]=1. Reported procedure: To a stirred solution of 5.0 g (0.015 mole) of 2-iodo-7-methyl-3-phenylbenzofuran from Example 9 in 100 ml of acetic acid is added 2.8 g (0.022 mole) of cyclohexene-4-carboxylic acid, then dropwise 2.0 g (0.022 mole) of dinitrogen tetroxide in 10 ml of acetic acid. The mixture is poured into cold water, then extracted with diethyl ether. The ether extracts are washed with water, 5% sodium hydroxide solution, water and saturated sodium chloride solution and dried. The extracts are then concentrat... Starting materials: C1(CCCCC1)SC1=C(C#N)C=CC(=C1)C(F)(F)F (2-Cyclohexylsulphenyl-4-trifluoromethylbenzonitrile), [OH-].[Na+] (sodium hydroxide), C(C)O (ethanol), resultant mixture. Reaction SMILES: [CH:1]1([S:7][C:8]2[CH:15]=[C:14]([C:16]([F:19])([F:18])[F:17])[CH:13]=[CH:12]C=2C#N)[CH2:6][CH2:5][CH2:4][CH2:3][CH2:2]1.[OH-:20].[Na+].[CH2:22]([OH:24])[CH3:23]>O>[CH:1]1([S:7][C:8]2[CH:15]=[C:14]([C:16]([F:19])([F:18])[F:17])[CH:13]=[CH:12][C:23]=2[C:22]([OH:20])=[O:24])[CH2:6][CH2:5][CH2:4][CH2:3][CH2:2]1 |f:1.2|. Run in O (water). The product is C1(CCCCC1)SC1=C(C(=O)O)C=CC(=C1)C(F)(F)F (2-cyclohexylsulphenyl-4-trifluoromethylbenzoic acid). Reported procedure: 2-Cyclohexylsulphenyl-4-trifluoromethylbenzonitrile (10.55 g) was added to a mixture of sodium hydroxide (52.75 g) in aqueous ethanol and the resultant mixture was stirred and heated at reflux for 23 hours. It was cooled, diluted with water and filtered. The filtrate was acidified and extracted with dichloromethane, washed with water, dried (MgSO4) and filtered to give 2-cyclohexylsulphenyl-4-trifluoromethylbenzoic acid (10.7 g) as an off-white solid m.p. 115.4°-116.4° C. Reactants: dimethyl acetal, ClC(C=O)COC (2-chloro-3-methoxypropionaldehyde), C(CCCCC)N (Hexylamine). Solvent: C1(=CC=CC=C1)C (toluene). Reaction conditions: time 15 minute. Yields the product dimethyl acetal, C(CCCCC)NC(C=O)COC (2-hexylamino-3-methoxypropionaldehyde). RXN SMILES: Cl[CH:2]([CH2:5][O:6][CH3:7])[CH:3]=[O:4].[CH2:8]([NH2:14])[CH2:9][CH2:10][CH2:11][CH2:12][CH3:13]>C1(C)C=CC=CC=1>[CH2:8]([NH:14][CH:2]([CH2:5][O:6][CH3:7])[CH:3]=[O:4])[CH2:9][CH2:10][CH2:11][CH2:12][CH3:13]. Procedure details: The dimethyl acetal of 2-chloro-3-methoxypropionaldehyde (0.1 mole) and toluene (75 ml) are charged into a glass reaction vessel equipped with a mechanical stirrer, thermometer and reflux condenser. Hexylamine (0.22 mole) is added to the reaction mixture with stirring at room temperature. Stirring is continued fo a period of about 15 minutes. After this time the reaction mixture is heated at reflux for a period of about 1 hour. The reaction mixture is then cooled to room temperature and filtered... The reactants are C(=O)C=1C=NC=C(C#N)C1 (5-formyl-nicotinonitrile), C(CC#N)#N (malononitrile), OC=1C=CC=C2C=CNC12 (7-hydroxyindole). The product is NC1=C(C(C=2C(O1)C1=NC=CC1=CC2)C=2C=NC=C(C2)C#N)C#N (2-Amino-3-cyano-4-(5-cyano-pyridin-3-yl)-4H-indolo[7,6-b]pyran). Isolated yield 59.0%. As a reaction SMILES: [CH:1]([C:3]1[CH:4]=[N:5][CH:6]=[C:7]([CH:10]=1)[C:8]#[N:9])=O.[C:11](#[N:15])[CH2:12][C:13]#[N:14].[OH:16][C:17]1[CH:18]=[CH:19][CH:20]=[C:21]2[C:25]=1[NH:24][CH:23]=[CH:22]2>>[NH2:14][C:13]1[O:16][CH:17]2[C:25]3[C:21](=[CH:20][CH:19]=[C:18]2[CH:1]([C:3]2[CH:4]=[N:5][CH:6]=[C:7]([C:8]#[N:9])[CH:10]=2)[C:12]=1[C:11]#[N:15])[CH:22]=[CH:23][N:24]=3. Reported procedure: The title compound was prepared from 5-formyl-nicotinonitrile, malononitrile and 7-hydroxyindole by a procedure similar to Example 57 in 59% yield. 1H-NMR (Acetone-d6): 10.54 (brs, 1H), 8.84 (m, J=2.20, 1.90 Hz, 2H), 8.12 (t, J=2.20, 1.90 Hz, 1H), 7.39 (m, J=3.03 Hz, 1H), 7.32 (dd, J=8.00 Hz, 1H), 6.68 (dd, J=8.20 Hz, 1H), 6.51 (m, J=3.03 Hz, 1H), 6.22 (s, 2H), 5.13 (s, 1H).